This data is from the Open Reaction Database (ORD), a public repository of structured organic reaction records. The task is: describe an organic reaction: reactants, conditions, products, and yield The reactants are CC1CCC(C(C)C)C(OC(=O)c2ccccc2C(=O)[O-])C1, O=C(Cl)C(=O)Cl. The product is CC1CCC(C(C)C)C(OC(=O)c2ccccc2CO)C1. Reaction SMILES: [C:1]([c:2]1[c:3]([C:4](=[O:5])[O-:6])[cH:7][cH:8][cH:9][cH:10]1)(=[O:11])[O:12][CH:13]1[CH2:14][CH:15]([CH3:22])[CH2:16][CH2:17][CH:18]1[CH:19]([CH3:20])[CH3:21].[Cl:23][C:24]([C:25]([Cl:26])=[O:27])=[O:28]>>[C:1]([c:2]1[c:3]([CH2:4][OH:5])[cH:7][cH:8][cH:9][cH:10]1)(=[O:11])[O:12][CH:13]1[CH2:14][CH:15]([CH3:22])[CH2:16][CH2:17][CH:18]1[CH:19]([CH3:20])[CH3:21].